This data is from the Open Reaction Database (ORD), a public repository of structured organic reaction records. The task is: describe an organic reaction: reactants, conditions, products, and yield Reactants: CC(C)=O, CCN(C(C)C)C(C)C, ClC(c1ccccc1)(c1ccccc1)c1ccc(I)cc1, CC(C)COC1NC(=O)C1N, Cc1ccc(S(=O)(=O)O)cc1. Product: CC(C)COC1NC(=O)C1NC(c1ccccc1)(c1ccccc1)c1ccc(I)cc1. As a reaction SMILES: [CH3:53][C:54](=[O:55])[CH3:56].[CH:23]([N:24]([CH:25]([CH3:26])[CH3:27])[CH2:28][CH3:29])([CH3:30])[CH3:31].[I:32][c:33]1[cH:34][cH:35][c:36]([C:39]([c:40]2[cH:41][cH:42][cH:43][cH:44][cH:45]2)([c:46]2[cH:47][cH:48][cH:49][cH:50][cH:51]2)[Cl:52])[cH:37][cH:38]1.[NH2:12][CH:13]1[C:14](=[O:22])[NH:15][CH:16]1[O:17][CH2:18][CH:19]([CH3:20])[CH3:21].[c:1]1([CH3:2])[cH:3][cH:4][c:5]([S:6]([OH:7])(=[O:8])=[O:9])[cH:10][cH:11]1>>[NH:12]([CH:13]1[C:14](=[O:22])[NH:15][CH:16]1[O:17][CH2:18][CH:19]([CH3:20])[CH3:21])[C:39]([c:36]1[cH:35][cH:34][c:33]([I:32])[cH:38][cH:37]1)([c:40]1[cH:41][cH:42][cH:43][cH:44][cH:45]1)[c:46]1[cH:47][cH:48][cH:49][cH:50][cH:51]1. Reactants: CC(=O)NC1CCC(c2cc3c(cc2F)c(=O)c(C(=O)O)cn3C2CC2)C1, CCO, Cl. Product: Cl, NC1CCC(c2cc3c(cc2F)c(=O)c(C(=O)O)cn3C2CC2)C1. Reaction SMILES: [C:1](=[O:2])([CH3:3])[NH:4][CH:5]1[CH2:6][CH:7]([c:10]2[c:11]([F:27])[cH:12][c:13]3[c:14](=[O:26])[c:15]([C:23](=[O:24])[OH:25])[cH:16][n:17]([CH:20]4[CH2:21][CH2:22]4)[c:18]3[cH:19]2)[CH2:8][CH2:9]1.[CH2:28]([OH:29])[CH3:30].[ClH:31]>>[ClH:31].[NH2:4][CH:5]1[CH2:6][CH:7]([c:10]2[c:11]([F:27])[cH:12][c:13]3[c:14](=[O:26])[c:15]([C:23](=[O:24])[OH:25])[cH:16][n:17]([CH:20]4[CH2:21][CH2:22]4)[c:18]3[cH:19]2)[CH2:8][CH2:9]1. Reactants: OCCN(C(=O)NC1=NN=C(S1)C(C)(C)C)C (N-(β-hydroxyethyl)-N-methyl-N'-(2-t-butyl-1,3,4-thiadiazol-5-yl)urea), S(=O)(Cl)Cl (thionyl chloride), S(=O)(Cl)Cl (thionyl chloride). Solvent: C1=CC=CC=C1 (benzene), C1=CC=CC=C1 (benzene). Conditions: time 1 hour. Product: ClCCN(C(=O)NC1=NN=C(S1)C(C)(C)C)C (N-(β-chloroethyl)-N-methyl-N'-(2-t-butyl-1,3,4-thiadiazol-5-yl)urea). Reaction SMILES: O[CH2:2][CH2:3][N:4]([CH3:17])[C:5]([NH:7][C:8]1[S:12][C:11]([C:13]([CH3:16])([CH3:15])[CH3:14])=[N:10][N:9]=1)=[O:6].S(Cl)([Cl:20])=O>C1C=CC=CC=1>[Cl:20][CH2:2][CH2:3][N:4]([CH3:17])[C:5]([NH:7][C:8]1[S:12][C:11]([C:13]([CH3:16])([CH3:15])[CH3:14])=[N:10][N:9]=1)=[O:6]. Procedure: The N-(β-hydroxyethyl)-N-methyl-N'-(2-t-butyl-1,3,4-thiadiazol-5-yl)urea prepared in Example 2, thionyl chloride (5 ml) and benzene (100 ml) were charged into a glass reaction vessel equipped with a mechanical stirrer, thermometer and reflux condenser. The reaction mixture was heated at reflux, with stirring, for a period of about one hour. After this time the benzene and unreacted thionyl chloride were stripped from the reaction mixture under reduced pressure to yield the desired product N-(β-c... Starting materials: CCCC[Sn](Cl)(Cl)CCCC, C1CCOC1, Cc1cccc2cc(C=O)c(-c3ccccc3)nc12, Nc1ccc2nccnc2c1, [SiH3]c1ccccc1. Yields the product Cc1cccc2cc(CNc3ccc4nccnc4c3)c(-c3ccccc3)nc12. Reaction SMILES: [CH2:20]([Sn:21]([Cl:22])([Cl:23])[CH2:24][CH2:25][CH2:26][CH3:27])[CH2:28][CH2:29][CH3:30].[CH2:49]1[O:50][CH2:51][CH2:52][CH2:53]1.[CH3:1][c:2]1[cH:3][cH:4][cH:5][c:6]2[cH:7][c:8]([CH:18]=[O:19])[c:9](-[c:12]3[cH:13][cH:14][cH:15][cH:16][cH:17]3)[n:10][c:11]12.[NH2:38][c:39]1[cH:40][c:41]2[n:42][cH:43][cH:44][n:45][c:46]2[cH:47][cH:48]1.[c:31]1([SiH3:32])[cH:33][cH:34][cH:35][cH:36][cH:37]1>>[CH3:1][c:2]1[cH:3][cH:4][cH:5][c:6]2[cH:7][c:8]([CH2:18][NH:38][c:39]3[cH:40][c:41]4[n:42][cH:43][cH:44][n:45][c:46]4[cH:47][cH:48]3)[c:9](-[c:12]3[cH:13][cH:14][cH:15][cH:16][cH:17]3)[n:10][c:11]12. The reactants are COC(=O)NC(=S)Nc1ccc(SC(N)=O)cc1[N+](=O)[O-], CO, [Fe], O=S(=O)([O-])[O-], O. The product is COC(=O)NC(=S)Nc1ccc(SC(N)=O)cc1N. As a reaction SMILES: [C:1]([NH2:2])(=[O:3])[S:4][c:5]1[cH:6][c:7]([N+:19]([O-:20])=[O:21])[c:8]([NH:11][C:12](=[S:13])[NH:14][C:15](=[O:16])[O:17][CH3:18])[cH:9][cH:10]1.[CH3:22][OH:23].[Fe:29].[O-:24][S:25](=[O:26])(=[O:27])[O-:28].[OH2:30]>>[C:1]([NH2:2])(=[O:3])[S:4][c:5]1[cH:6][c:7]([NH2:19])[c:8]([NH:11][C:12](=[S:13])[NH:14][C:15](=[O:16])[O:17][CH3:18])[cH:9][cH:10]1. Reactants: [I-].FC(C(=O)N[C@@H](C[P+](C1=CC=CC=C1)(C1=CC=CC=C1)C1=CC=CC=C1)C)(F)F ((2R)-(2-trifluoroacetamidopropyl)triphenylphosphonium iodide), [Cl-].[NH4+] (ammonium chloride), C(CCC)[Li] (n-butyllithium), C(C1=CC=CC=C1)OCC=O (2-benzyloxyacetaldehyde). Run in O1CCCC1 (tetrahydrofuran), O1CCCC1 (tetrahydrofuran). Conditions: time 20 minute. Yields the product C(C1=CC=CC=C1)OCC=C[C@@H](C)NC(C(F)(F)F)=O (N—[(R)-4-(benzyloxy)-1-methyl-but-2-enyl]-trifluoroacetamide). Isolated yield 52.4%. As a reaction SMILES: [I-].[F:2][C:3]([F:30])([F:29])[C:4]([NH:6][C@H:7]([CH3:28])[CH2:8][P+](C1C=CC=CC=1)(C1C=CC=CC=1)C1C=CC=CC=1)=[O:5].C([Li])CCC.[CH2:36]([O:43][CH2:44][CH:45]=O)[C:37]1[CH:42]=[CH:41][CH:40]=[CH:39][CH:38]=1.[Cl-].[NH4+]>O1CCCC1>[CH2:36]([O:43][CH2:44][CH:45]=[CH:8][C@H:7]([NH:6][C:4](=[O:5])[C:3]([F:30])([F:29])[F:2])[CH3:28])[C:37]1[CH:38]=[CH:39][CH:40]=[CH:41][CH:42]=1 |f:0.1,4.5|. Procedure details: (2R)-(2-trifluoroacetamidopropyl)triphenylphosphonium iodide (8.3 g) synthesized according to J. Med. Chem. 2007, 50, 5627-5643 was dissolved in anhydrous tetrahydrofuran and cooled to −78° C. n-butyllithium (1.6 M n-hexane solution, 18.7 mL) was slowly added dropwise. After the dropwise addition, the mixture was stirred at room temperature for 20 minutes. Subsequently, the mixture was cooled to −78° C., and an anhydrous tetrahydrofuran (10 mL) solution of 2-benzyloxyacetaldehyde (2.35 g) was ad... The reactants are IC1=CC=C(N)C=C1 (4-iodoaniline), ClC1=CC=C(C=C1)C=1C=CC(=NC1)C#C (5-(4-chloro-phenyl)-2-ethynyl-pyridine). The product is ClC1=CC=C(C=C1)C=1C=CC(=NC1)C#CC1=CC=C(C=C1)N (4-[5-(4-chloro-phenyl)-pyridin-2-ylethynyl]-phenylamine). Reaction SMILES: I[C:2]1[CH:8]=[CH:7][C:5]([NH2:6])=[CH:4][CH:3]=1.[Cl:9][C:10]1[CH:15]=[CH:14][C:13]([C:16]2[CH:17]=[CH:18][C:19]([C:22]#[CH:23])=[N:20][CH:21]=2)=[CH:12][CH:11]=1>>[Cl:9][C:10]1[CH:11]=[CH:12][C:13]([C:16]2[CH:17]=[CH:18][C:19]([C:22]#[C:23][C:2]3[CH:8]=[CH:7][C:5]([NH2:6])=[CH:4][CH:3]=3)=[N:20][CH:21]=2)=[CH:14][CH:15]=1. Procedure: Prepared according to general working method I from 4-iodoaniline (732 mg, 3.28 mmol) and 5-(4-chloro-phenyl)-2-ethynyl-pyridine (700 mg, 3.28 mmol). Reactants: O=C([O-])[O-], CN(C)C=O, CCOC(C)=O, CC(C)(C)C(=O)Oc1c(-c2ccc(Cl)nc2Cl)c(=O)[nH]c2nccnc12, FC(F)CBr, [K+], [K+], O. Yields the product CC(C)(C)C(=O)Oc1c(-c2ccc(Cl)nc2Cl)c(=O)n(CC(F)F)c2nccnc12. As a reaction SMILES: [C:27](=[O:28])([O-:29])[O-:30].[CH3:38][N:39]([CH3:40])[CH:41]=[O:42].[CH3:43][CH2:44][O:45][C:46](=[O:47])[CH3:48].[Cl:1][c:2]1[n:3][c:4]([Cl:26])[cH:5][cH:6][c:7]1-[c:8]1[c:9]([O:19][C:20]([C:21]([CH3:22])([CH3:23])[CH3:24])=[O:25])[c:10]2[c:11]([n:12][cH:13][cH:14][n:15]2)[nH:16][c:17]1=[O:18].[F:33][CH:34]([CH2:35][Br:36])[F:37].[K+:31].[K+:32].[OH2:49]>>[Cl:1][c:2]1[n:3][c:4]([Cl:26])[cH:5][cH:6][c:7]1-[c:8]1[c:9]([O:19][C:20]([C:21]([CH3:22])([CH3:23])[CH3:24])=[O:25])[c:10]2[c:11]([n:12][cH:13][cH:14][n:15]2)[n:16]([CH2:35][CH:34]([F:33])[F:37])[c:17]1=[O:18].